Dataset: the Open Reaction Database (ORD), a public repository of structured organic reaction records. Task: describe an organic reaction: reactants, conditions, products, and yield Starting materials: CC(CNc1nccc(-c2c(Br)nc(C3CC3)n2COCC[Si](C)(C)C)n1)NC(=O)OC(C)(C)C, O=C([O-])[O-], COCCOC, CCCS(=O)(=O)Nc1cccc(B2OC(C)(C)C(C)(C)O2)c1Cl, [Na+], [Na+], O. The product is CCCS(=O)(=O)Nc1cccc(-c2nc(C3CC3)n(COCC[Si](C)(C)C)c2-c2ccnc(NCC(C)NC(=O)OC(C)(C)C)n2)c1Cl. As a reaction SMILES: [Br:1][c:2]1[n:3][c:4]([CH:33]2[CH2:34][CH2:35]2)[n:5]([CH2:25][O:26][CH2:27][CH2:28][Si:29]([CH3:30])([CH3:31])[CH3:32])[c:6]1-[c:7]1[n:8][c:9]([NH:13][CH2:14][CH:15]([CH3:16])[NH:17][C:18]([O:19][C:20]([CH3:21])([CH3:22])[CH3:23])=[O:24])[n:10][cH:11][cH:12]1.[C:59](=[O:60])([O-:61])[O-:62].[CH3:65][O:66][CH2:67][CH2:68][O:69][CH3:70].[Cl:36][c:37]1[c:38]([NH:52][S:53](=[O:54])(=[O:55])[CH2:56][CH2:57][CH3:58])[cH:39][cH:40][cH:41][c:42]1[B:43]1[O:44][C:45]([CH3:46])([CH3:47])[C:48]([CH3:49])([CH3:50])[O:51]1.[Na+:63].[Na+:64].[OH2:71]>>[c:2]1(-[c:42]2[c:37]([Cl:36])[c:38]([NH:52][S:53](=[O:54])(=[O:55])[CH2:56][CH2:57][CH3:58])[cH:39][cH:40][cH:41]2)[n:3][c:4]([CH:33]2[CH2:34][CH2:35]2)[n:5]([CH2:25][O:26][CH2:27][CH2:28][Si:29]([CH3:30])([CH3:31])[CH3:32])[c:6]1-[c:7]1[n:8][c:9]([NH:13][CH2:14][CH:15]([CH3:16])[NH:17][C:18]([O:19][C:20]([CH3:21])([CH3:22])[CH3:23])=[O:24])[n:10][cH:11][cH:12]1.